From a dataset of the Open Reaction Database (ORD), a public repository of structured organic reaction records. describe an organic reaction: reactants, conditions, products, and yield As a reaction SMILES: [C:1]([C:5]1[CH:6]=[C:7]([CH:20]=O)[C:8]([OH:19])=[C:9]([C:11]2[CH:16]=[CH:15][C:14]([F:17])=[C:13]([Cl:18])[CH:12]=2)[CH:10]=1)([CH3:4])([CH3:3])[CH3:2].[C:22]([NH2:26])([CH3:25])([CH3:24])[CH3:23]>>[ClH:18].[C:1]([C:5]1[CH:10]=[C:9]([C:11]2[CH:16]=[CH:15][C:14]([F:17])=[C:13]([Cl:18])[CH:12]=2)[C:8]([OH:19])=[C:7]([CH2:20][NH:26][C:22]([CH3:25])([CH3:24])[CH3:23])[CH:6]=1)([CH3:4])([CH3:3])[CH3:2] |f:2.3|. Reactants: C(C)(C)(C)C=1C=C(C(=C(C1)C1=CC(=C(C=C1)F)Cl)O)C=O (5-(tert-Butyl)-3′-chloro-4′-fluoro-2-hydroxy-[1,1′-biphenyl]-3-carbaldehyde), C(C)(C)(C)N (tert-butylamine). Procedure details: 5-(tert-Butyl)-3-((tert-butylamino)methyl)-3′-chloro-4′-fluoro-[1,1′-biphenyl]-2-ol hydrochloride was prepared as a white solid using the procedure described in Example 9 from 5-(tert-Butyl)-3′-chloro-4′-fluoro-2-hydroxy-[1,1′-biphenyl]-3-carbaldehyde and tert-butylamine. The product is Cl.C(C)(C)(C)C1=CC(=C(C(=C1)C1=CC(=C(C=C1)F)Cl)O)CNC(C)(C)C (5-(tert-Butyl)-3-((tert-butylamino)methyl)-3′-chloro-4′-fluoro-[1,1′-biphenyl]-2-ol hydrochloride). Reactants: COC(=O)C=1N=CC(=NC1)N1[C@@H](CN(CC1)C=1N=NC(=C(C1C)C)C1=CC=C(C=C1)F)C ((R)-4-[6-(4-fluoro-phenyl)-4,5-dimethyl-pyridazin-3-yl]-2-methyl-3,4,5,6-tetrahydro-2H-[1,2′]bipyrazinyl-5′-carboxylic acid methyl ester), [OH-].[Na+] (sodium hydroxide). Run in CO (methanol). Conditions: time 8 hour. Yields the product FC1=CC=C(C=C1)C1=C(C(=C(N=N1)N1C[C@H](N(CC1)C1=NC=C(N=C1)C(=O)O)C)C)C ((R)-4-[6-(4-fluoro-phenyl)-4,5-dimethyl-pyridazin-3-yl]-2-methyl-3,4,5,6-tetrahydro-2H-[1,2]bipyrazinyl-5′-carboxylic acid). Yield: 122.9%. Reaction SMILES: C[O:2][C:3]([C:5]1[N:6]=[CH:7][C:8]([N:11]2[CH2:16][CH2:15][N:14]([C:17]3[N:18]=[N:19][C:20]([C:25]4[CH:30]=[CH:29][C:28]([F:31])=[CH:27][CH:26]=4)=[C:21]([CH3:24])[C:22]=3[CH3:23])[CH2:13][C@H:12]2[CH3:32])=[N:9][CH:10]=1)=[O:4].[OH-].[Na+]>CO>[F:31][C:28]1[CH:29]=[CH:30][C:25]([C:20]2[N:19]=[N:18][C:17]([N:14]3[CH2:15][CH2:16][N:11]([C:8]4[CH:7]=[N:6][C:5]([C:3]([OH:4])=[O:2])=[CH:10][N:9]=4)[C@H:12]([CH3:32])[CH2:13]3)=[C:22]([CH3:23])[C:21]=2[CH3:24])=[CH:26][CH:27]=1 |f:1.2|. Reported procedure: To a solution of example 6 (0.74 g, 1.31 mmol) and methanol (10 mL) is added sodium hydroxide (100 mg). The mixture is stirred at room temperature overnight. Solvent is removed and the residue is dissolved in water and acidified with 3 N HCl to pH about 7, and extracted with ethyl acetate. The ethyl acetate layer is concentrated to afford the title compound (0.68 g, 96%) as a yellow solid. Starting materials: CN(C=O)C (N,N-dimethylformamide), C(C)(C)(C)[Si](C)(C)OCCC1=C(C=CC=C1)F (tert-Butyl(2-fluorophenethoxy)dimethylsilane), C(C)(CC)[Li] (sec-butyllithium), CN(CCN(CCN(C)C)C)C (N1-(2-(dimethylamino)ethyl)-N1,N2,N2-trimethylethane-1,2-diamine). The solvent is C1CCOC1 (THF). Reaction conditions: temperature -78 celsius, time 2 hour. Yields the product [Si](C)(C)(C(C)(C)C)OCCC=1C(=C(C=O)C=CC1)F (3-(2-(tert-Butyldimethylsilyloxy)ethyl)-2-fluorobenzaldehyde). Reaction SMILES: [C:1]([Si:5]([O:8][CH2:9][CH2:10][C:11]1[CH:16]=[CH:15][CH:14]=[CH:13][C:12]=1[F:17])([CH3:7])[CH3:6])([CH3:4])([CH3:3])[CH3:2].C([Li])(CC)C.CN(C)CCN(C)CCN(C)C.CN(C)[CH:37]=[O:38]>C1COCC1>[Si:5]([O:8][CH2:9][CH2:10][C:11]1[C:12]([F:17])=[C:13]([CH:14]=[CH:15][CH:16]=1)[CH:37]=[O:38])([C:1]([CH3:4])([CH3:2])[CH3:3])([CH3:6])[CH3:7]. Reported procedure: tert-Butyl(2-fluorophenethoxy)dimethylsilane (example 78, step a) (5.00 g) was added over 5 minutes to a stirred solution of sec-butyllithium (1.4 molar solution in cyclohexane, 14.0 mL) and N1-(2-(dimethylamino)ethyl)-N1,N2,N2-trimethylethane-1,2-diamine (4.10 mL) in THF (25 mL) cooled to −78° C. After 2 h, N,N-dimethylformamide (10.06 g) was added, the reaction mixture was stirred at −78° C. for 1 h, and then the cooling bath was removed. After a further 0.5 h, the reaction was quenched with w...